Dataset: the Open Reaction Database (ORD), a public repository of structured organic reaction records. Task: describe an organic reaction: reactants, conditions, products, and yield Product: Nc1ncc(S(=O)(=O)O)cc1[N+](=O)[O-]. Starting materials: Nc1ccc(S(=O)(=O)O)cn1, O=[N+]([O-])O, O=S(=O)(O)O. RXN SMILES: [NH2:1][c:2]1[cH:3][cH:4][c:5]([S:8](=[O:9])(=[O:10])[OH:11])[cH:6][n:7]1.[OH:12][N+:13]([O-:14])=[O:15].[S:16](=[O:17])(=[O:18])([OH:19])[OH:20]>>[NH2:1][c:2]1[c:3]([N+:13](=[O:12])[O-:14])[cH:4][c:5]([S:8](=[O:9])(=[O:10])[OH:11])[cH:6][n:7]1. The reactants are Cl, CON, O, O=Cc1ccc(OCCN2CCCC2)c(O)c1, c1ccncc1. As a reaction SMILES: [ClH:24].[O:25]([CH3:26])[NH2:27].[OH2:28].[OH:1][c:2]1[cH:3][c:4]([CH:5]=[O:6])[cH:7][cH:8][c:9]1[O:10][CH2:11][CH2:12][N:13]1[CH2:14][CH2:15][CH2:16][CH2:17]1.[cH:18]1[cH:19][cH:20][n:21][cH:22][cH:23]1>>[OH:1][c:2]1[cH:3][c:4]([CH:5]=[N:27][O:25][CH3:26])[cH:7][cH:8][c:9]1[O:10][CH2:11][CH2:12][N:13]1[CH2:14][CH2:15][CH2:16][CH2:17]1. Product: CON=Cc1ccc(OCCN2CCCC2)c(O)c1.